Dataset: the Open Reaction Database (ORD), a public repository of structured organic reaction records. Task: describe an organic reaction: reactants, conditions, products, and yield The reactants are Cc1ccnc2nc(S)nn12, COc1ccc(CCC2(C3CCCC3)CC(=O)C(Cl)C(=O)O2)cc1Cl, O. Yields the product COc1ccc(CCC2(C3CCCC3)CC(O)=C(Sc3nc4nccc(C)n4n3)C(=O)O2)cc1Cl. As a reaction SMILES: [CH3:26][c:27]1[cH:28][cH:29][n:30][c:31]2[n:32]1[n:33][c:34]([SH:36])[n:35]2.[Cl:1][CH:2]1[C:3](=[O:25])[O:4][C:5]([CH:9]2[CH2:10][CH2:11][CH2:12][CH2:13]2)([CH2:14][CH2:15][c:16]2[cH:17][c:18]([Cl:24])[c:19]([O:22][CH3:23])[cH:20][cH:21]2)[CH2:6][C:7]1=[O:8].[OH2:37]>>[C:2]1([S:36][c:34]2[n:33][n:32]3[c:27]([CH3:26])[cH:28][cH:29][n:30][c:31]3[n:35]2)=[C:7]([OH:8])[CH2:6][C:5]([CH:9]2[CH2:10][CH2:11][CH2:12][CH2:13]2)([CH2:14][CH2:15][c:16]2[cH:17][c:18]([Cl:24])[c:19]([O:22][CH3:23])[cH:20][cH:21]2)[O:4][C:3]1=[O:25]. The reactants are crude product, CN(C=O)C (dimethylformamide), ice, CC(C)([O-])C.[K+] (potassium t-butoxide), O (water), [OH-].[Na+] (sodium hydroxide), C(C)(C)(C)OC(=O)NC([C@@H](CCC=1C=CC2=C(SC=C2)C1)C)OC(CCCCC)=O ((2R)-t-Butoxycarbonylamino-1-n-hexanoyloxy-2-methyl-4-(benzo[b]thiophen-6-yl)butane), ice. Solvent: CO (methanol). The product is S1C2=C(C=C1)C=CC(=C2)CCN2C(OC[C@H]2C)=O ((4R)-[2-(benzo[b]thiophen-6-yl)ethyl]-4-methyloxazolidin-2-one). Isolated yield 94.0%. Reaction SMILES: C(OC(NC(OC(=O)CCCCC)[C@H](C)[CH2:11][CH2:12][C:13]1[CH:14]=[CH:15][C:16]2[CH:20]=[CH:19][S:18][C:17]=2[CH:21]=1)=O)(C)(C)C.[OH-:31].[Na+].C[C:34]([CH3:37])([O-])[CH3:35].[K+].O.C[N:41](C)[CH:42]=[O:43]>CO>[S:18]1[CH:19]=[CH:20][C:16]2[CH:15]=[CH:14][C:13]([CH2:12][CH2:11][N:41]3[C@H:34]([CH3:37])[CH2:35][O:31][C:42]3=[O:43])=[CH:21][C:17]1=2 |f:1.2,3.4|. Reported procedure: (2R)-t-Butoxycarbonylamino-1-n-hexanoyloxy-2-methyl-4-(benzo[b]thiophen-6-yl)butane (24.3 g, 56.0 mmol) obtained in Example 68(b) was dissolved in a mixture of tetarahydrofuran (220 ml) and methanol (110 ml), and a 1N aqueous sodium hydroxide solution (110 ml) was added thereto in an ice bath followed by stirring for 15 minutes in the ice bath and subsequently for 2 hours at room temperature. After the reaction solution was concentrated in vacuo, water was added thereto, and the solution was ext... Starting materials: Cl (HCl), [Cl-].[Al+3].[Cl-].[Cl-] (aluminum chloride), [Cl-].[Na+] (sodium chloride), O1C(=O)CCC2=CC=CC=C12 (dihydrocumarin). The solvent is O (water). Reaction conditions: temperature 150 celsius, time 1.5 hour. Yields the product OC1=C2CCC(C2=CC=C1)=O (4-Hydroxy-1-indanone). Yield: 0.1%. RXN SMILES: [Cl-].[Al+3].[Cl-].[Cl-].[Cl-].[Na+].[O:7]1[C:17]2[C:12](=[CH:13][CH:14]=[CH:15][CH:16]=2)[CH2:11][CH2:10][C:8]1=[O:9].Cl>O>[OH:7][C:17]1[CH:16]=[CH:15][CH:14]=[C:13]2[C:12]=1[CH2:11][CH2:10][C:8]2=[O:9] |f:0.1.2.3,4.5|. Procedure details: Anhydrous aluminum chloride (550 g, 4.135 mol, 4 eq) and sodium chloride (105 g, 1.795 mol, 2.7 eq) were mixed and heated to 150° C. Dihydrocoumarin (75) (100 g, 675.7 mol, 1 eq) was added slowly maintaining the internal temperature between 150-160° C. After the addition, the temperature was increased to 200° C. and the reaction mixture stirred for 1.5 h, and while hot, poured into a porcelain dish to cool. The solidified mass was broken and added to a vigorously stirred mixture of ice and water... Starting materials: C=CCOC1OC(COC(c2ccccc2)(c2ccccc2)c2ccccc2)C(OCc2ccccc2)C(O)(Cc2ccccc2)C1NC(C)=O, CO, ClCCl, Cc1ccc(S(=O)(=O)O)cc1. The product is C=CCOC1OC(CO)C(OCc2ccccc2)C(O)(Cc2ccccc2)C1NC(C)=O. Reaction SMILES: [C:1]([CH3:2])(=[O:3])[NH:4][CH:5]1[CH:6]([O:7][CH2:8][CH:9]=[CH2:10])[O:11][CH:12]([CH2:31][O:32][C:33]([c:34]2[cH:35][cH:36][cH:37][cH:38][cH:39]2)([c:40]2[cH:41][cH:42][cH:43][cH:44][cH:45]2)[c:46]2[cH:47][cH:48][cH:49][cH:50][cH:51]2)[CH:13]([O:23][CH2:24][c:25]2[cH:26][cH:27][cH:28][cH:29][cH:30]2)[C:14]1([OH:15])[CH2:16][c:17]1[cH:18][cH:19][cH:20][cH:21][cH:22]1.[CH3:66][OH:67].[Cl:63][CH2:64][Cl:65].[c:52]1([CH3:53])[cH:54][cH:55][c:56]([S:57]([OH:58])(=[O:59])=[O:60])[cH:61][cH:62]1>>[C:1]([CH3:2])(=[O:3])[NH:4][CH:5]1[CH:6]([O:7][CH2:8][CH:9]=[CH2:10])[O:11][CH:12]([CH2:31][OH:32])[CH:13]([O:23][CH2:24][c:25]2[cH:26][cH:27][cH:28][cH:29][cH:30]2)[C:14]1([OH:15])[CH2:16][c:17]1[cH:18][cH:19][cH:20][cH:21][cH:22]1. Starting materials: Fc1ccc(Br)cn1, CC(C)(C)P(C(C)(C)C)C(C)(C)C, C1COCCO1, CC1(C)OB(c2ccc(C3(C(=O)N4CCC5(C4)OC(=O)c4ccccc45)CC3)cc2)OC1(C)C, CCOC(C)=O, [F-], [K+], O=C(C=Cc1ccccc1)C=Cc1ccccc1, O=C(C=Cc1ccccc1)C=Cc1ccccc1, O=C(C=Cc1ccccc1)C=Cc1ccccc1, [Pd], [Pd]. Yields the product O=C1OC2(CCN(C(=O)C3(c4ccc(-c5ccc(F)nc5)cc4)CC3)C2)c2ccccc21. As a reaction SMILES: [Br:41][c:42]1[cH:43][cH:44][c:45]([F:48])[n:46][cH:47]1.[C:49]([P:50]([C:51]([CH3:52])([CH3:53])[CH3:54])[C:55]([CH3:56])([CH3:57])[CH3:58])([CH3:59])([CH3:60])[CH3:61].[CH2:35]1[O:36][CH2:37][CH2:38][O:39][CH2:40]1.[CH3:1][C:2]1([CH3:3])[C:4]([CH3:5])([CH3:6])[O:7][B:8]([c:9]2[cH:10][cH:11][c:12]([C:15]3([C:18](=[O:19])[N:20]4[CH2:21][C:22]5([O:23][C:24](=[O:31])[c:25]6[c:26]5[cH:27][cH:28][cH:29][cH:30]6)[CH2:32][CH2:33]4)[CH2:16][CH2:17]3)[cH:13][cH:14]2)[O:34]1.[CH3:64][CH2:65][O:66][C:67](=[O:68])[CH3:69].[F-:62].[K+:63].[O:108]=[C:109]([CH:110]=[CH:111][c:112]1[cH:113][cH:114][cH:115][cH:116][cH:117]1)[CH:118]=[CH:119][c:120]1[cH:121][cH:122][cH:123][cH:124][cH:125]1.[O:72]=[C:73]([CH:74]=[CH:75][c:76]1[cH:77][cH:78][cH:79][cH:80][cH:81]1)[CH:82]=[CH:83][c:84]1[cH:85][cH:86][cH:87][cH:88][cH:89]1.[O:90]=[C:91]([CH:92]=[CH:93][c:94]1[cH:95][cH:96][cH:97][cH:98][cH:99]1)[CH:100]=[CH:101][c:102]1[cH:103][cH:104][cH:105][cH:106][cH:107]1.[Pd:70].[Pd:71]>>[c:9]1(-[c:42]2[cH:43][cH:44][c:45]([F:48])[n:46][cH:47]2)[cH:10][cH:11][c:12]([C:15]2([C:18](=[O:19])[N:20]3[CH2:21][C:22]4([O:23][C:24](=[O:31])[c:25]5[c:26]4[cH:27][cH:28][cH:29][cH:30]5)[CH2:32][CH2:33]3)[CH2:16][CH2:17]2)[cH:13][cH:14]1.